From a dataset of the Open Reaction Database (ORD), a public repository of structured organic reaction records. describe an organic reaction: reactants, conditions, products, and yield Reactants: Cc1cc(Br)c2c(c1)CC(CO)O2, Cc1ccc(S(=O)(=O)Cl)cc1. Yields the product Cc1ccc(S(=O)(=O)OCC2Cc3cc(C)cc(Br)c3O2)cc1. RXN SMILES: [Br:1][c:2]1[cH:3][c:4]([CH3:13])[cH:5][c:6]2[c:10]1[O:9][CH:8]([CH2:11][OH:12])[CH2:7]2.[c:14]1([CH3:24])[cH:15][cH:16][c:17]([S:20](=[O:21])(=[O:22])[Cl:23])[cH:18][cH:19]1>>[Br:1][c:2]1[cH:3][c:4]([CH3:13])[cH:5][c:6]2[c:10]1[O:9][CH:8]([CH2:11][O:12][S:20]([c:17]1[cH:16][cH:15][c:14]([CH3:24])[cH:19][cH:18]1)(=[O:21])=[O:22])[CH2:7]2.